Dataset: the Open Reaction Database (ORD), a public repository of structured organic reaction records. Task: describe an organic reaction: reactants, conditions, products, and yield The reactants are F[C@]1(CN(CC1)C(=O)OC(C)(C)C)C(=O)OC (1-tert-butyl 3-methyl (3R)-3-fluoropyrrolidine-1,3-dicarboxylate), [OH-].[Na+] (sodium hydroxide). Solvent: CO (methanol). Reaction conditions: time 3.5 hour. Product: C(C)(C)(C)OC(=O)N1C[C@](CC1)(C(=O)O)F ((3R)-1-(tert-butoxycarbonyl)-3-fluoropyrrolidine-3-carboxylic acid). Reaction SMILES: [F:1][C@:2]1([C:14]([O:16]C)=[O:15])[CH2:6][CH2:5][N:4]([C:7]([O:9][C:10]([CH3:13])([CH3:12])[CH3:11])=[O:8])[CH2:3]1.[OH-].[Na+]>CO>[C:10]([O:9][C:7]([N:4]1[CH2:5][CH2:6][C@:2]([F:1])([C:14]([OH:16])=[O:15])[CH2:3]1)=[O:8])([CH3:13])([CH3:11])[CH3:12] |f:1.2|. Procedure details: To a solution of #166 (272 mg, 1.10 mmol, 1 eq.) dissolved in methanol (2.96 mL) was added an aqueous solution of sodium hydroxide (2.5 M, 0.88 mL) and the reaction was stirred at room temperature for 3.5 hours. The reaction was quenched with 10% aqueous citric acid (5 mL), ethyl acetate (100 mL) was added, and the layers separated. The organic layer was washed with 10% citric acid, water, and brine, dried over sodium sulfate, filtered and concentrated in vacuo to afford #168 as a white solid. (... Starting materials: FC(C1=CC=C(C=C1)C1=CC=C(C=C1)C1=NN(C2=C1CC=1SC=CC21)COCC[Si](C)(C)C)(F)F (6-(4′-Trifluoromethyl-biphenyl-4-yl)-4-(2-trimethylsilanyl-ethoxymeth yl)-4,7-dihydro-1-thia-4,5-diaza-cyclopenta[a]pentalene), Cl (HCl). The solvent is CO (MeOH). Conditions: temperature 100 celsius. Yields the product FC(C1=CC=C(C=C1)C1=CC=C(C=C1)C1=NNC2=C1CC=1SC=CC21)(F)F (6-(4′-Trifluoromethyl-biphenyl-4-yl)-4,7-dihydro-1-thia-4,5-diaza-cyclopenta[a]pentalene). Yield: 37.0%. Reaction SMILES: [F:1][C:2]([F:35])([F:34])[C:3]1[CH:8]=[CH:7][C:6]([C:9]2[CH:14]=[CH:13][C:12]([C:15]3[C:19]4[CH2:20][C:21]5[S:22][CH:23]=[CH:24][C:25]=5[C:18]=4[N:17](COCC[Si](C)(C)C)[N:16]=3)=[CH:11][CH:10]=2)=[CH:5][CH:4]=1.Cl>CO>[F:35][C:2]([F:1])([F:34])[C:3]1[CH:8]=[CH:7][C:6]([C:9]2[CH:10]=[CH:11][C:12]([C:15]3[C:19]4[CH2:20][C:21]5[S:22][CH:23]=[CH:24][C:25]=5[C:18]=4[NH:17][N:16]=3)=[CH:13][CH:14]=2)=[CH:5][CH:4]=1. Procedure: 6-(4′-Trifluoromethyl-biphenyl-4-yl)-4-(2-trimethylsilanyl-ethoxymeth yl)-4,7-dihydro-1-thia-4,5-diaza-cyclopenta[a]pentalene (0.14 g, 0.27 mmol) was dissolved in MeOH and treated with concentrated HCl (0.1 mL, 27 mmol). The reaction mixture was heated at 100° C. for 4 hr. The solution was cooled to room temperature and the resultant precipitate was filtered, washed with MeOH and concentrated under reduced pressure to provide the corresponding 6-(4′-Trifluoromethyl-biphenyl-4-yl)-4,7-dihydro-1-t... Solvent: CO (MeOH). Reaction SMILES: [Cl:1][C:2]1[CH:3]=[CH:4][CH:5]=[C:6]2[C:11]=1[N:10]=[C:9]([C:12]1[CH:17]=[CH:16][CH:15]=[CH:14][C:13]=1[Cl:18])[C:8]([CH2:19][NH:20][C:21]1[C:26]([F:27])=[CH:25][N:24]=[C:23]([N:28]=C(C3C=CC=CC=3)C3C=CC=CC=3)[N:22]=1)=[CH:7]2.CC([O-])=O.[Na+].Cl.NO>CO>[Cl:1][C:2]1[CH:3]=[CH:4][CH:5]=[C:6]2[C:11]=1[N:10]=[C:9]([C:12]1[CH:17]=[CH:16][CH:15]=[CH:14][C:13]=1[Cl:18])[C:8]([CH2:19][NH:20][C:21]1[C:26]([F:27])=[CH:25][N:24]=[C:23]([NH2:28])[N:22]=1)=[CH:7]2 |f:1.2,3.4|. Procedure: To a solution of N4-((8-chloro-2-(2-chlorophenyl)quinolin-3-yl)methyl)-N2-(diphenylmethylene)-5-fluoropyrimidine-2,4-diamine (0.1370 g, 0.237 mmol) in 6 ml of MeOH at room temperature was added sodium acetate anhydrous (0.0661 g, 0.805 mmol) followed by hydroxylamine hydrochloride (0.0461 g, 0.663 mmol), the mixture was stirred at room temperature for 15 hr. Then mixture was heated under reflux. After 6 hr at 70° C., the mixture was concentrated under reduced pressure. The crude residue was puri... The product is ClC=1C=CC=C2C=C(C(=NC12)C1=C(C=CC=C1)Cl)CNC1=NC(=NC=C1F)N (N4-((8-chloro-2-(2-chlorophenyl)quinolin-3-yl)methyl)-5-fluoropyrimidine-2,4-diamine). Starting materials: ClC=1C=CC=C2C=C(C(=NC12)C1=C(C=CC=C1)Cl)CNC1=NC(=NC=C1F)N=C(C1=CC=CC=C1)C1=CC=CC=C1 (N4-((8-chloro-2-(2-chlorophenyl)quinolin-3-yl)methyl)-N2-(diphenylmethylene)-5-fluoropyrimidine-2,4-diamine), CC(=O)[O-].[Na+] (sodium acetate anhydrous), Cl.NO (hydroxylamine hydrochloride). Conditions: time 15 hour. Starting materials: BrC1=CC=C(S1)C=O (5-bromo-thiophene-2-carbaldehyde), C1(=CC=CC=C1)B(O)O (phenylboronic acid), C(=O)([O-])[O-].[K+].[K+] (K2CO3). Reagents/catalysts: [Pd] (Pd/C). The solvent is C(C)(C)O.O (isopropanol H2O). Product: C1(=CC=CC=C1)C1=CC=C(S1)C=O (5-Phenyl-thiophene-2-carbaldehyde). Isolated yield 96.1%. As a reaction SMILES: Br[C:2]1[S:6][C:5]([CH:7]=[O:8])=[CH:4][CH:3]=1.[C:9]1(B(O)O)[CH:14]=[CH:13][CH:12]=[CH:11][CH:10]=1.C([O-])([O-])=O.[K+].[K+]>C(O)(C)C.O.[Pd]>[C:9]1([C:2]2[S:6][C:5]([CH:7]=[O:8])=[CH:4][CH:3]=2)[CH:14]=[CH:13][CH:12]=[CH:11][CH:10]=1 |f:2.3.4,5.6|. Reported procedure: A mixture of 5-bromo-thiophene-2-carbaldehyde (2.0 g, 10.5 mmol), phenylboronic acid (17 g, 11 mmol), K2CO3 (8.7 g, 62.8 mmol) and 10% Pd/C (0.56 g) in isopropanol/H2O (1:1, 40 mL) was refluxed for 5 h. The reaction mixture was filtered through a pad of Celite. After the isopropanol was removed, the product was collected on a filter, washed with hexane and dried in vacuo to yield the title compound (1.9 g, 82%). Reactants: N[C@H](C(=O)O)CC1=C(C=CC=C1)Cl (2(S)-Amino-3-(2-chlorophenyl)propionic acid), CO (methanol). Conditions: time 3 hour. Yields the product Cl.COC([C@H](CC1=C(C=CC=C1)Cl)N)=O (2(S)-amino-3-(2-chlorophenyl)propionic acid methyl ester hydrochloride). RXN SMILES: [NH2:1][C@@H:2]([CH2:6][C:7]1[CH:12]=[CH:11][CH:10]=[CH:9][C:8]=1[Cl:13])[C:3]([OH:5])=[O:4].[CH3:14]O>>[ClH:13].[CH3:14][O:4][C:3](=[O:5])[C@@H:2]([NH2:1])[CH2:6][C:7]1[CH:12]=[CH:11][CH:10]=[CH:9][C:8]=1[Cl:13] |f:2.3|. Procedure details: 2(S)-Amino-3-(2-chlorophenyl)propionic acid (1 g, commercially available) was dissolved in methanol (10 mL) and HCl gas was bubbled through the solution for 5 min. The reaction mixture was stirred at room temperature for 3 h and the solvent was evaporated using the rotavap to get 2(S)-amino-3-(2-chlorophenyl)propionic acid methyl ester hydrochloride (1.2 g). Reactants: C(#N)CCP(OC(C)C)(=O)C(C)(C)C (isopropyl 2-cyanoethyl(t-butyl)phosphinate), N (ammonia). Reagents/catalysts: [Ni] (Raney-Nickel). The solvent is C(C)O (ethanol). Conditions: time 5 hour. Yields the product NCCCP(OC(C)C)(=O)C(C)(C)C (isopropyl 3-aminopropyl(t-butyl)phosphinate). As a reaction SMILES: [C:1]([CH2:3][CH2:4][P:5]([C:11]([CH3:14])([CH3:13])[CH3:12])(=[O:10])[O:6][CH:7]([CH3:9])[CH3:8])#[N:2].N>C(O)C.[Ni]>[NH2:2][CH2:1][CH2:3][CH2:4][P:5]([C:11]([CH3:13])([CH3:12])[CH3:14])(=[O:10])[O:6][CH:7]([CH3:8])[CH3:9]. Procedure details: A mixture of 11.0 g of isopropyl 2-cyanoethyl(t-butyl)phosphinate, 17.0 g of ammonia and 1.7 g of Raney-Nickel in 110 ml of ethanol is hydrogenated during 5 hours. The catalyst is filtered off and the solvent removed by evaporation. The crude oil is purified by Kugelrohr-distillation to yield isopropyl 3-aminopropyl(t-butyl)phosphinate as an oil, b.p. 155°/1 Pa, nD20 =1.4600.